This data is from the Open Reaction Database (ORD), a public repository of structured organic reaction records. The task is: describe an organic reaction: reactants, conditions, products, and yield Starting materials: C(C1=CC=CC=C1)C=1C=CC(=NC1)O (5-benzylpyridin-2-ol), C(=O)(C(F)(F)F)O (TFA), [NH4+].[OH-] (NH4OH), IN1C(CCC1=O)=O (N-iodosuccinimide). The solvent is CC(=O)O (AcOH). Conditions: time 8 hour. Yields the product C(C1=CC=CC=C1)C=1C=C(C(=NC1)O)I (5-benzyl-3-iodopyridin-2-ol). RXN SMILES: [CH2:1]([C:8]1[CH:9]=[CH:10][C:11]([OH:14])=[N:12][CH:13]=1)[C:2]1[CH:7]=[CH:6][CH:5]=[CH:4][CH:3]=1.C(O)(C(F)(F)F)=O.[I:22]N1C(=O)CCC1=O.[NH4+].[OH-]>CC(O)=O>[CH2:1]([C:8]1[CH:9]=[C:10]([I:22])[C:11]([OH:14])=[N:12][CH:13]=1)[C:2]1[CH:3]=[CH:4][CH:5]=[CH:6][CH:7]=1 |f:3.4|. Procedure details: To a yellow solution of 5-benzylpyridin-2-ol (1.10 g, 5.94 mmol) in 22 mL AcOH under Ar was added 1.5 mL TFA, followed by N-iodosuccinimide (1.34 g, 5.94 mmol). The red homogeneous solution was allowed to stir overnight, poured onto ice and neutralized with conc. NH4OH. The solids were collected by filtration, rinsed with water, treated with MeOH/DCM, dried over sodium sulfate, and evaporated. The resulting brown solid was purified by silica gel chromatography (ISCO, 80 g, 0-70% 90/10 DCM/MeOH i... Starting materials: CCCCCN(C(=O)Cl)c1ccc(C(=O)OC)cc1, CC1(C)CCC(C)(C)c2cc(N)ccc21, c1ccncc1. Product: CCCCCN(C(=O)Nc1ccc2c(c1)C(C)(C)CCC2(C)C)c1ccc(C(=O)OC)cc1. Reaction SMILES: [CH3:1][O:2][C:3](=[O:4])[c:5]1[cH:6][cH:7][c:8]([N:11]([C:12](=[O:13])[Cl:14])[CH2:15][CH2:16][CH2:17][CH2:18][CH3:19])[cH:9][cH:10]1.[CH3:20][C:21]1([CH3:34])[c:22]2[cH:23][cH:24][c:25]([NH2:33])[cH:26][c:27]2[C:28]([CH3:31])([CH3:32])[CH2:29][CH2:30]1.[cH:35]1[cH:36][cH:37][n:38][cH:39][cH:40]1>>[CH3:1][O:2][C:3](=[O:4])[c:5]1[cH:6][cH:7][c:8]([N:11]([C:12](=[O:13])[NH:33][c:25]2[cH:24][cH:23][c:22]3[c:27]([cH:26]2)[C:28]([CH3:31])([CH3:32])[CH2:29][CH2:30][C:21]3([CH3:20])[CH3:34])[CH2:15][CH2:16][CH2:17][CH2:18][CH3:19])[cH:9][cH:10]1. Starting materials: O=C1CCC(=O)N1Br, CCCCCn1c2nc[nH]c2c(=O)n2c(CCCc3nc(-c4ccccc4)no3)nnc12, C1CCOC1. The product is CCCCCn1c2nc(Br)[nH]c2c(=O)n2c(CCCc3nc(-c4ccccc4)no3)nnc12. RXN SMILES: [Br:33][N:34]1[C:35](=[O:36])[CH2:37][CH2:38][C:39]1=[O:40].[CH2:1]([CH2:2][CH2:3][CH2:4][CH3:5])[n:6]1[c:7]2[n:8]([c:9](=[O:15])[c:10]3[nH:11][cH:12][n:13][c:14]13)[c:16]([CH2:19][CH2:20][CH2:21][c:22]1[n:23][c:24](-[c:27]3[cH:28][cH:29][cH:30][cH:31][cH:32]3)[n:25][o:26]1)[n:17][n:18]2.[CH2:41]1[O:42][CH2:43][CH2:44][CH2:45]1>>[CH2:1]([CH2:2][CH2:3][CH2:4][CH3:5])[n:6]1[c:7]2[n:8]([c:9](=[O:15])[c:10]3[nH:11][c:12]([Br:33])[n:13][c:14]13)[c:16]([CH2:19][CH2:20][CH2:21][c:22]1[n:23][c:24](-[c:27]3[cH:28][cH:29][cH:30][cH:31][cH:32]3)[n:25][o:26]1)[n:17][n:18]2. Starting materials: O=[N+]([O-])O, Cc1nc2[nH]c(=O)[nH]c2cc1-c1ccc(O)cc1. Yields the product Cc1nc2[nH]c(=O)[nH]c2cc1-c1ccc(O)c([N+](=O)[O-])c1. Reaction SMILES: [OH:19][N+:20]([O-:21])=[O:22].[OH:1][c:2]1[cH:3][cH:4][c:5](-[c:8]2[cH:9][c:10]3[c:11]([n:12][c:13]2[CH3:14])[nH:15][c:16](=[O:18])[nH:17]3)[cH:6][cH:7]1>>[OH:1][c:2]1[c:3]([N+:20](=[O:19])[O-:21])[cH:4][c:5](-[c:8]2[cH:9][c:10]3[c:11]([n:12][c:13]2[CH3:14])[nH:15][c:16](=[O:18])[nH:17]3)[cH:6][cH:7]1. The reactants are Cl.BrC1=C(C(=C(N)C=C1)C)Cl (4-bromo-3-chloro-2-methyl aniline hydrochloride), C(C)(=O)[O-].[Na+] (sodium acetate), C([O-])([O-])=O.[K+].[K+] (potassium carbonate), IN1C(CCC1=O)=O (N-iodosuccinimide). Solvent: C(C)(=O)O (acetic acid), O (water), C(C)(=O)OCC (ethyl acetate). Conditions: time 3.5 hour. Yields the product BrC1=C(C(=C(N)C(=C1)I)C)Cl (4-bromo-3-chloro-6-iodo-2-methylaniline). Yield: 96.4%. As a reaction SMILES: Cl.[Br:2][C:3]1[CH:9]=[CH:8][C:6]([NH2:7])=[C:5]([CH3:10])[C:4]=1[Cl:11].C([O-])(=O)C.[Na+].[I:17]N1C(=O)CCC1=O.C(=O)([O-])[O-].[K+].[K+]>O.C(OCC)(=O)C.C(O)(=O)C>[Br:2][C:3]1[CH:9]=[C:8]([I:17])[C:6]([NH2:7])=[C:5]([CH3:10])[C:4]=1[Cl:11] |f:0.1,2.3,5.6.7|. Procedure: To a mixture of 4-bromo-3-chloro-2-methyl aniline hydrochloride (1.0 g), sodium acetate (0.5 g), and acetic acid (15 mL) was added N-iodosuccinimide (1.0 g) under water-cooling. The reaction mixture was stirred at room temperature for 3.5 hours. To the reaction mixture were added ethyl acetate and water, and alkalified by adding potassium carbonate. Then, a liquid-separation operation was carried out, and the organic layer was washed with saturated brine, dried over anhydrous sodium sulfate, and... As a reaction SMILES: [C:21]([OH:22])(=[O:23])[CH3:24].[CH3:25][CH2:26][OH:27].[Na+:20].[O:1]=[C:2]1[NH:3][c:4]2[c:5]([cH:8][c:9]([CH:12]([C:13](=[O:14])[O:15][CH2:16][CH3:17])[CH3:18])[cH:10][cH:11]2)[O:6][CH2:7]1.[OH-:19].[OH2:28]>>[O:1]=[C:2]1[NH:3][c:4]2[c:5]([cH:8][c:9]([CH:12]([C:13](=[O:14])[OH:15])[CH3:18])[cH:10][cH:11]2)[O:6][CH2:7]1. Starting materials: CC(=O)O, CCO, [Na+], CCOC(=O)C(C)c1ccc2c(c1)OCC(=O)N2, [OH-], O. Yields the product CC(C(=O)O)c1ccc2c(c1)OCC(=O)N2.